Dataset: the Open Reaction Database (ORD), a public repository of structured organic reaction records. Task: describe an organic reaction: reactants, conditions, products, and yield The product is N[C@H](C(NCCOCCOCCOCCC(=O)O)=O)CSC[C@@H](COCCCCCCCCCCCC)OCCCCCCCCCCCC ((15R,19R)-15-amino-19-(dodecyloxy)-14-oxo-4,7,10,21-tetraoxa-17-thia-13-azatritriacontan-1-oic acid). Starting materials: N[C@H](C(NCCOCCOCCOCCC(=O)OC(C)(C)C)=O)CSC[C@@H](COCCCCCCCCCCCC)OCCCCCCCCCCCC ((15R,19R)-tert-butyl 15-amino-19-(dodecyloxy)-14-oxo-4,7,10,21-tetraoxa-17-thia-13-azatritriacontan-1-oate), C(=O)(C(F)(F)F)O.C(Cl)Cl (TFA DCM). Reported procedure: A solution of (15R,19R)-tert-butyl 15-amino-19-(dodecyloxy)-14-oxo-4,7,10,21-tetraoxa-17-thia-13-azatritriacontan-1-oate in 1:1 TFA/DCM (0.1 M) was stirred at 25° C. for 1 hour. The reaction mixture was concentrated en vaccuo. The crude mixture was purified by reverse phase high performance liquid chromatography (HPLC) with C4 column eluting with a gradient of 40-100% MeCN/10 mM NH4OAc (95:5) in 10 mM NH4OAc (pH 9) to give the title product as a white solid after lyophilizing. 1H NMR (DMSO-d6): ... Reaction SMILES: [NH2:1][C@@H:2]([CH2:24][S:25][CH2:26][C@H:27]([O:42][CH2:43][CH2:44][CH2:45][CH2:46][CH2:47][CH2:48][CH2:49][CH2:50][CH2:51][CH2:52][CH2:53][CH3:54])[CH2:28][O:29][CH2:30][CH2:31][CH2:32][CH2:33][CH2:34][CH2:35][CH2:36][CH2:37][CH2:38][CH2:39][CH2:40][CH3:41])[C:3](=[O:23])[NH:4][CH2:5][CH2:6][O:7][CH2:8][CH2:9][O:10][CH2:11][CH2:12][O:13][CH2:14][CH2:15][C:16]([O:18]C(C)(C)C)=[O:17].C(O)(C(F)(F)F)=O.C(Cl)Cl>>[NH2:1][C@@H:2]([CH2:24][S:25][CH2:26][C@H:27]([O:42][CH2:43][CH2:44][CH2:45][CH2:46][CH2:47][CH2:48][CH2:49][CH2:50][CH2:51][CH2:52][CH2:53][CH3:54])[CH2:28][O:29][CH2:30][CH2:31][CH2:32][CH2:33][CH2:34][CH2:35][CH2:36][CH2:37][CH2:38][CH2:39][CH2:40][CH3:41])[C:3](=[O:23])[NH:4][CH2:5][CH2:6][O:7][CH2:8][CH2:9][O:10][CH2:11][CH2:12][O:13][CH2:14][CH2:15][C:16]([OH:18])=[O:17] |f:1.2|. Reactants: ClC(Cl)(Cl)Cl, Cc1c(C)c2c(c(C)c1O)CCC(C)(CCO)O2, c1ccc(P(c2ccccc2)c2ccccc2)cc1. Product: Cc1c(C)c2c(c(C)c1O)CCC(C)(CCCl)O2. Reaction SMILES: [C:38]([Cl:39])([Cl:40])([Cl:41])[Cl:42].[CH3:1][C:2]1([CH2:16][CH2:17][OH:18])[O:3][c:4]2[c:5]([CH3:15])[c:6]([CH3:14])[c:7]([OH:13])[c:8]([CH3:12])[c:9]2[CH2:10][CH2:11]1.[c:19]1([P:20]([c:21]2[cH:22][cH:23][cH:24][cH:25][cH:26]2)[c:27]2[cH:28][cH:29][cH:30][cH:31][cH:32]2)[cH:33][cH:34][cH:35][cH:36][cH:37]1>>[CH3:1][C:2]1([CH2:16][CH2:17][Cl:39])[O:3][c:4]2[c:5]([CH3:15])[c:6]([CH3:14])[c:7]([OH:13])[c:8]([CH3:12])[c:9]2[CH2:10][CH2:11]1. The reactants are [Al+3], C1CCOC1, [H-], [H-], [H-], [H-], [Li+], CCc1cccc2cccc(CC(N)C#N)c12, [Na+], [OH-], O. Product: CCc1cccc2cccc(CC(N)CN)c12. As a reaction SMILES: [Al+3:2].[CH2:27]1[O:28][CH2:29][CH2:30][CH2:31]1.[H-:1].[H-:4].[H-:5].[H-:6].[Li+:3].[NH2:7][CH:8]([C:9]#[N:10])[CH2:11][c:12]1[cH:13][cH:14][cH:15][c:16]2[cH:17][cH:18][cH:19][c:20]([CH2:22][CH3:23])[c:21]12.[Na+:26].[OH-:25].[OH2:24]>>[NH2:7][CH:8]([CH2:9][NH2:10])[CH2:11][c:12]1[cH:13][cH:14][cH:15][c:16]2[cH:17][cH:18][cH:19][c:20]([CH2:22][CH3:23])[c:21]12. The reactants are COc1cnc2c(Oc3ccc(N)cc3)ccnc2c1, CC(C)(C)O, Cc1cc(-c2nnc(Cl)c3ccccc23)sc1C. Product: COc1cnc2c(Oc3ccc(Nc4nnc(-c5cc(C)c(C)s5)c5ccccc45)cc3)ccnc2c1. As a reaction SMILES: [CH3:19][O:20][c:21]1[cH:22][n:23][c:24]2[c:25]([O:31][c:32]3[cH:33][cH:34][c:35]([NH2:38])[cH:36][cH:37]3)[cH:26][cH:27][n:28][c:29]2[cH:30]1.[CH3:39][C:40]([OH:41])([CH3:42])[CH3:43].[Cl:1][c:2]1[n:3][n:4][c:5](-[c:12]2[s:13][c:14]([CH3:18])[c:15]([CH3:17])[cH:16]2)[c:6]2[cH:7][cH:8][cH:9][cH:10][c:11]12>>[c:2]1([NH:38][c:35]2[cH:34][cH:33][c:32]([O:31][c:25]3[c:24]4[n:23][cH:22][c:21]([O:20][CH3:19])[cH:30][c:29]4[n:28][cH:27][cH:26]3)[cH:37][cH:36]2)[n:3][n:4][c:5](-[c:12]2[s:13][c:14]([CH3:18])[c:15]([CH3:17])[cH:16]2)[c:6]2[cH:7][cH:8][cH:9][cH:10][c:11]12. Starting materials: OC1=CC(=C(C(=O)O)C=C1)NC(C(C)C)=O (4-hydroxy-2-isobutyrylamino-benzoic acid), NC1=CC=C(C#N)C=C1 (4-aminobenzonitrile), C(=O)(C)C#N (AcCN), 2-L, P(Cl)(Cl)Cl (PCl3), [OH-].[Na+] (NaOH). Solvent: O (water). Conditions: temperature 22 celsius, time 20 hour. The product is OC1=CC=C2C(N(C(=NC2=C1)C(C)C)C1=CC=C(C#N)C=C1)=O (4-(7-hydroxy-2-isopropyl-4-oxo-4H-quinazoline-3-yl)-benzonitrile). The yield is 75.2%. RXN SMILES: [OH:1][C:2]1[CH:10]=[CH:9][C:5]([C:6]([OH:8])=O)=[C:4]([NH:11][C:12](=O)[CH:13]([CH3:15])[CH3:14])[CH:3]=1.[NH2:17][C:18]1[CH:25]=[CH:24][C:21]([C:22]#[N:23])=[CH:20][CH:19]=1.C(C#N)(C)=O.P(Cl)(Cl)Cl.[OH-].[Na+]>O>[OH:1][C:2]1[CH:3]=[C:4]2[C:5]([C:6](=[O:8])[N:17]([C:18]3[CH:25]=[CH:24][C:21]([C:22]#[N:23])=[CH:20][CH:19]=3)[C:12]([CH:13]([CH3:15])[CH3:14])=[N:11]2)=[CH:9][CH:10]=1 |f:4.5|. Procedure: A 2-L Argonaut reactor, equipped with pitched-blade impeller, RTD sensor, reflux condenser, addition funnel, and nitrogen inlet-outlet, was charged with 54.90 g (246.0 mmol) of 4-hydroxy-2-isobutyrylamino-benzoic acid (5), 31.96 g (270.6 mmol) of 4-aminobenzonitrile (6) and 919.2 g (1.177 L) of AcCN. The suspension was stirred at 22±3° C. for 30 min with an efficient mixing, and 70.97 g (45.09 mL, 516.7 mmol) of PCl3 were added while maintaining an internal temperature of 22±10° C. The suspensio...